Dataset: the Open Reaction Database (ORD), a public repository of structured organic reaction records. Task: describe an organic reaction: reactants, conditions, products, and yield Reactants: C1(=CC=CC=C1)N1N=NC=2C=NC=CC21 (1-phenyl-1H-[1,2,3]triazolo[4,5-c]pyridine). Reagents/catalysts: O=[Pt]=O (PtO2). Run in CO (MeOH). The product is C1(=CC=CC=C1)N1N=NC=2CNCCC21 (1-phenyl-4,5,6,7-tetrahydro-1H-[1,2,3]triazolo[4,5-c]pyridine). Yield: 56.4%. RXN SMILES: [C:1]1([N:7]2[C:15]3[CH:14]=[CH:13][N:12]=[CH:11][C:10]=3[N:9]=[N:8]2)[CH:6]=[CH:5][CH:4]=[CH:3][CH:2]=1>CO.O=[Pt]=O>[C:1]1([N:7]2[C:15]3[CH2:14][CH2:13][NH:12][CH2:11][C:10]=3[N:9]=[N:8]2)[CH:2]=[CH:3][CH:4]=[CH:5][CH:6]=1. Procedure: A solution of 1-phenyl-1H-[1,2,3]triazolo[4,5-c]pyridine (61 mg, 0.31 mmol) in MeOH (15 ml) was passed through a PtO2 catalyst cartridge on an H-Cube hydrogenation apparatus at a pressure of 70 bar and a flow rate of 1 ml/min. The reaction was concentrated and the crude reaction mixture purified on 12 g SiO2 column with 0-8% NH3/MeOH CH2Cl2 to give 35 mg (56%) of 1-phenyl-4,5,6,7-tetrahydro-1H-[1,2,3]triazolo[4,5-c]pyridine. MS (ESI): mass calcd. for C11H12N4, 200.2. m/z found, 201.2 [M+H]+. 1H ... Reaction SMILES: [CH3:28][CH2:29][OH:30].[Cl:1][CH2:2][c:3]1[n:4]([CH:16]([CH2:17][NH:18][C:19](=[O:20])[O:21][C:22]([CH3:23])([CH3:24])[CH3:25])[CH3:26])[c:5]2[c:6]([cH:7][n:8][c:9]3[cH:10][cH:11][cH:12][cH:13][c:14]23)[n:15]1.[ClH:27]>>[c:3]12[n:4]([c:5]3[c:6]([cH:7][n:8][c:9]4[cH:10][cH:11][cH:12][cH:13][c:14]34)[n:15]1)[CH:16]([CH3:26])[CH2:17][NH:18][CH2:19]2. Starting materials: CCO, CC(CNC(=O)OC(C)(C)C)n1c(CCl)nc2cnc3ccccc3c21, Cl. Yields the product CC1CNCc2nc3cnc4ccccc4c3n21.